Dataset: the Open Reaction Database (ORD), a public repository of structured organic reaction records. Task: describe an organic reaction: reactants, conditions, products, and yield Starting materials: C(C)(C)(C)C1=CC(=C(C=N1)C=1N([C@]([C@](N1)(C)C1=CC=C(C=C1)Cl)(C)C1=CC=C(C=C1)Cl)C(=O)N1CCC(CC1)CC(=O)O)OCC ({1-[(4S,5R)-2-(6-tert-butyl-4-ethoxy-pyridin-3-yl)-4,5-bis-(4-chloro-phenyl)-4,5-dimethyl-4,5-dihydro-imidazole-1-carbonyl]-piperidin-4-yl}-acetic acid), C[C@@H]1NCCCC1 ((S)-(+)-2-methylpiperidine). The product is C(C)(C)(C)C1=CC(=C(C=N1)C=1N([C@]([C@](N1)(C)C1=CC=C(C=C1)Cl)(C)C1=CC=C(C=C1)Cl)C(=O)N1CCC(CC1)CC(=O)N1[C@H](CCCC1)C)OCC (2-{1-[(4S,5R)-2-(6-tert-Butyl-4-ethoxy-pyridin-3-yl)-4,5-bis-(4-chloro-phenyl)-4,5-dimethyl-4,5-dihydro-imidazole-1-carbonyl]-piperidin-4-yl}-1-((S)-2-methyl-piperidin-1-yl)-ethanone). RXN SMILES: [C:1]([C:5]1[N:10]=[CH:9][C:8]([C:11]2[N:12]([C:32]([N:34]3[CH2:39][CH2:38][CH:37]([CH2:40][C:41]([OH:43])=O)[CH2:36][CH2:35]3)=[O:33])[C@@:13]([C:25]3[CH:30]=[CH:29][C:28]([Cl:31])=[CH:27][CH:26]=3)([CH3:24])[C@@:14]([C:17]3[CH:22]=[CH:21][C:20]([Cl:23])=[CH:19][CH:18]=3)([CH3:16])[N:15]=2)=[C:7]([O:44][CH2:45][CH3:46])[CH:6]=1)([CH3:4])([CH3:3])[CH3:2].[CH3:47][C@H:48]1[CH2:53][CH2:52][CH2:51][CH2:50][NH:49]1>>[C:1]([C:5]1[N:10]=[CH:9][C:8]([C:11]2[N:12]([C:32]([N:34]3[CH2:39][CH2:38][CH:37]([CH2:40][C:41]([N:49]4[CH2:50][CH2:51][CH2:52][CH2:53][C@@H:48]4[CH3:47])=[O:43])[CH2:36][CH2:35]3)=[O:33])[C@@:13]([C:25]3[CH:30]=[CH:29][C:28]([Cl:31])=[CH:27][CH:26]=3)([CH3:24])[C@@:14]([C:17]3[CH:22]=[CH:21][C:20]([Cl:23])=[CH:19][CH:18]=3)([CH3:16])[N:15]=2)=[C:7]([O:44][CH2:45][CH3:46])[CH:6]=1)([CH3:2])([CH3:3])[CH3:4]. Procedure details: In a manner analogous to the method described in example 163, {1-[(4S,5R)-2-(6-tert-butyl-4-ethoxy-pyridin-3-yl)-4,5-bis-(4-chloro-phenyl)-4,5-dimethyl-4,5-dihydro-imidazole-1-carbonyl]-piperidin-4-yl}-acetic acid was reacted with (S)-(+)-2-methylpiperidine (Aldrich) to give the title product. LC-MS (ES+) 746 [(M+H)+]. Starting materials: BrC=1C=NC=C(C1)C#CC (3-Bromo-5-(prop-1-ynyl)pyridine), BrC=1C=NC=C(C1)C#CC (3-Bromo-5-(prop-1-ynyl)pyridine), 2-Me THF, B(OC(C)C)(OC(C)C)OC(C)C (triisopropyl borate), [Li]CCCC (n-BuLi), Cl (HCl). Solvent: C1(=CC=CC=C1)C (toluene). Reaction conditions: temperature -50 celsius, time 60 minute. Product: C(#CC)C=1C=C(C=NC1)B(O)O (5-(Prop-1-ynyl)pyridin-3-ylboronic acid). The yield is 87.5%. Reaction SMILES: Br[C:2]1[CH:3]=[N:4][CH:5]=[C:6]([C:8]#[C:9][CH3:10])[CH:7]=1.[B:11](OC(C)C)([O:16]C(C)C)[O:12]C(C)C.[Li]CCCC.Cl>C1(C)C=CC=CC=1>[C:8]([C:6]1[CH:7]=[C:2]([B:11]([OH:16])[OH:12])[CH:3]=[N:4][CH:5]=1)#[C:9][CH3:10]. Reported procedure: 3-Bromo-5-(prop-1-ynyl)pyridine (Intermediate 24, 25 g, 117 mmol), 2-Me THF (60 mL), toluene (200 mL) and triisopropyl borate (33.2 mL, 140.78 mmol) were mixed. The mixture was cooled to −50° C. To the cold mixture was added n-BuLi (59.8 mL, 149.5 mmol) dropwise during 30 min. The mixture was stirred for 60 min. at −50° C. 2M HCl aq. (100 mL) was added. The mixture was then allowed to reach r.t. and stirred for 20 min. The organic and water phase were separated. The organic phase was extracted w... Reactants: C(C1=CC=CC=C1)N1CC=CC1 (1-benzyl-3-pyrroline), O.O.C1(=C(C(=CC(=C1)C)C)S(=O)(=O)O)C (2-mesitylenesulfonic acid dihydrate), O (water), C1=CC(=CC(=C1)Cl)C(=O)OO (m-CPBA). Solvent: CC(=O)C (acetone). Product: C(C1=CC=CC=C1)N1CC2C(C1)O2 (1-benzyl-3,4-epoxypyrrolidine). The yield is 94.7%. Reaction SMILES: [CH2:1]([N:8]1[CH2:12][CH:11]=[CH:10][CH2:9]1)[C:2]1[CH:7]=[CH:6][CH:5]=[CH:4][CH:3]=1.O.O.C1(C)C=C(C)C=C(C)C=1S(O)(=O)=[O:24].O.C1C=C(Cl)C=C(C(OO)=O)C=1>CC(C)=O>[CH2:1]([N:8]1[CH2:12][CH:11]2[O:24][CH:10]2[CH2:9]1)[C:2]1[CH:7]=[CH:6][CH:5]=[CH:4][CH:3]=1 |f:1.2.3|. Procedure: To a solution of 15.9 g (0.1 mol) of 1-benzyl-3-pyrroline, 56.7 g (0.24 mol) of 2-mesitylenesulfonic acid dihydrate (produced by Aldrich Chemical Co., Inc.), 15.0 g of water, and 60.0 g of acetone in a round flask reactor, 31.1 g (0.13 mol) of 70% m-CPBA (m-chloroperbenzoic acid produced by Tokyo Chemical Industry Co., Ltd.) was added with stirring and allowed to react for 10 hours at room temperature without irradiation by lamps. After completion, acetone was evaporated under reduced pressure, ... Reactants: S(N)(OC1=CC=2CC[C@H]3[C@@H]4CC[C@@H]([C@@]4(C)CC[C@@H]3C2C=C1)O)(=O)=O (17β-Hydroxyestra-1,3,5(10)-trien-3-yl sulfamate), estrogen, 17-Oxo-1,3,5(10)-triene-3, S(N)(=O)(=O)Cl (sulfamoyl chloride). The product is S(N)(OC1=CC=2CC[C@H]3[C@@H]4CCC([C@@]4(C)CC[C@@H]3C2C=C1)=O)(=O)=O (17-Oxoestra-1,3,5(10)-trien-3-yl sulfamate). Reaction SMILES: [S:1](=[O:24])(=[O:23])([O:3][C:4]1[CH:21]=[CH:20][C:19]2[C@@H:18]3[C@H:9]([C@H:10]4[C@@:14]([CH2:16][CH2:17]3)([CH3:15])[C@@H:13]([OH:22])[CH2:12][CH2:11]4)[CH2:8][CH2:7][C:6]=2[CH:5]=1)[NH2:2].S(Cl)(=O)(=O)N>>[S:1](=[O:23])(=[O:24])([O:3][C:4]1[CH:21]=[CH:20][C:19]2[C@@H:18]3[C@H:9]([C@H:10]4[C@@:14]([CH2:16][CH2:17]3)([CH3:15])[C:13](=[O:22])[CH2:12][CH2:11]4)[CH2:8][CH2:7][C:6]=2[CH:5]=1)[NH2:2]. Reported procedure: Sulfamoylation is the key step in the synthesis of 17β-Hydroxyestra-1,3,5(10)-trien-3-yl sulfamate, a potent estrogen after oral administration. 17-Oxo-1,3,5(10)-triene-3-ol (estrone) is reacted with sulfamoyl chloride to yield 17-Oxoestra-1,3,5(10)-trien-3-yl sulfamate, which is in turn converted to 17β-Hydroxyestra-1,3,5(10)-trien-3-yl sulfamate by means of a complex hydride reagent. According to this invention, the preferred complex hydride reagent is sodium borohydride.